This data is from the Open Reaction Database (ORD), a public repository of structured organic reaction records. The task is: describe an organic reaction: reactants, conditions, products, and yield The reactants are S1CC(C1)ON=C(C(=O)NC1[C@@H]2N(C(=C(CS2)C[N+]2=CC=CC=C2)C(=O)[O-])C1=O)C=1N=C(SC1)NC=O (7-[2-(3-thietanyloxyimino)-2-(2-formamidothiazol-4-yl)acetamido]-3-(1-pyridiniomethyl)-3-cephem-4-carboxylate), Cl (hydrochloric acid). Run in CO (methanol). Conditions: time 3 hour. Yields the product S1CC(C1)ON=C(C(=O)NC1[C@@H]2N(C(=C(CS2)C[N+]2=CC=CC=C2)C(=O)[O-])C1=O)C=1N=C(SC1)N (7-[2-(3-thietanyloxyimino)-2-(2-aminothiazol-4-yl)-acetamido]-3-(1-pyridiniomethyl)-3-cephem-4-carboxylate). Yield: 43.1%. As a reaction SMILES: [S:1]1[CH2:4][CH:3]([O:5][N:6]=[C:7]([C:30]2[N:31]=[C:32]([NH:35]C=O)[S:33][CH:34]=2)[C:8]([NH:10][CH:11]2[C:28](=[O:29])[N:13]3[C:14]([C:25]([O-:27])=[O:26])=[C:15]([CH2:18][N+:19]4[CH:24]=[CH:23][CH:22]=[CH:21][CH:20]=4)[CH2:16][S:17][C@H:12]23)=[O:9])[CH2:2]1.Cl>CO>[S:1]1[CH2:2][CH:3]([O:5][N:6]=[C:7]([C:30]2[N:31]=[C:32]([NH2:35])[S:33][CH:34]=2)[C:8]([NH:10][CH:11]2[C:28](=[O:29])[N:13]3[C:14]([C:25]([O-:27])=[O:26])=[C:15]([CH2:18][N+:19]4[CH:20]=[CH:21][CH:22]=[CH:23][CH:24]=4)[CH2:16][S:17][C@H:12]23)=[O:9])[CH2:4]1. Reported procedure: A mixture of 7-[2-(3-thietanyloxyimino)-2-(2-formamidothiazol-4-yl)acetamido]-3-(1-pyridiniomethyl)-3-cephem-4-carboxylate (syn isomer) (1.1 g) and conc. hydrochloric acid (0.8 g) in methanol (80 ml) was stirred at room temperature for 3 hours. Methanol was evaporated in vacuo and the residue was pulverized with isopropyl ether. The solid was dissolved in water (50 ml) and the solution was adjusted to pH 2.0 with 10% hydrochloric acid. The insoluble substance was filtered off. The filtrate was s... The reactants are CN=C=S, CO, [Cl-], [Fe+3], O=[N+]([O-])[O-], O=[N+]([O-])[O-], O=[N+]([O-])[O-], [NH4+], [Na], C1CCOC1, O=S1CCCCC1c1cccnc1. Product: CNC(=S)C1(c2cccnc2)CCCCS1=O. Reaction SMILES: [CH3:15][N:16]=[C:17]=[S:18].[CH3:39][OH:40].[Cl-:19].[Fe+3:30].[N+:26]([O-:27])([O-:28])=[O:29].[N+:31]([O-:32])([O-:33])=[O:34].[N+:35]([O-:36])([O-:37])=[O:38].[NH4+:20].[Na:1].[O:21]1[CH2:22][CH2:23][CH2:24][CH2:25]1.[n:2]1[cH:3][c:4]([CH:8]2[S:9](=[O:14])[CH2:10][CH2:11][CH2:12][CH2:13]2)[cH:5][cH:6][cH:7]1>>[n:2]1[cH:3][c:4]([C:8]2([C:17]([NH:16][CH3:15])=[S:18])[S:9](=[O:14])[CH2:10][CH2:11][CH2:12][CH2:13]2)[cH:5][cH:6][cH:7]1. Reactants: ClC1=CC=CC2=C1C=C(S2)C2(CCN(CC2)C(=O)OC(C)(C)C)O (4-chloro-2-(4-hydroxy-1-(tert-butoxycarbonyl)piperidin-4-yl)benzothiophene). Solvent: ClCCl (dichloromethane). The product is ClC1=CC=CC2=C1C=C(S2)C=2CCNCC2 (4-chloro-2-(1,2,3,6-tetrahydropyridin-4-yl)benzothiophene). Yield: 88.7%. As a reaction SMILES: [Cl:1][C:2]1[C:7]2[CH:8]=[C:9]([C:11]3(O)[CH2:16][CH2:15][N:14](C(OC(C)(C)C)=O)[CH2:13][CH2:12]3)[S:10][C:6]=2[CH:5]=[CH:4][CH:3]=1>ClCCl>[Cl:1][C:2]1[C:7]2[CH:8]=[C:9]([C:11]3[CH2:16][CH2:15][NH:14][CH2:13][CH:12]=3)[S:10][C:6]=2[CH:5]=[CH:4][CH:3]=1. Reported procedure: A solution of 0.29 gm (0.79 mMol) 4-chloro-2-(4-hydroxy-1-(tert-butoxycarbonyl)piperidin-4-yl)benzothiophene in 4.0 mL dichloromethane was subjected to the reaction conditions described in Example 51, providing 0.175 gm (88%) of 4-chloro-2-(1,2,3,6-tetrahydropyridin-4-yl)benzothiophene as a tan powder. Reactants: C(C)(=O)N(C(OC(C)(C)C)=O)[C@H]1C=2N=CC=NC2CCC1 ((R)-tert-butyl acetyl(5,6,7,8-tetrahydroquinoxalin-5-yl)carbamate), O.NN (hydrazine hydrate). Solvent: CCOC(=O)C (EtOAc), CO (methanol). Reaction SMILES: C([N:4]([C@@H:12]1[CH2:21][CH2:20][CH2:19][C:18]2[N:17]=[CH:16][CH:15]=[N:14][C:13]1=2)[C:5](=[O:11])[O:6][C:7]([CH3:10])([CH3:9])[CH3:8])(=O)C.O.NN>CO.CCOC(C)=O>[N:17]1[C:18]2[CH2:19][CH2:20][CH2:21][C@@H:12]([NH:4][C:5](=[O:11])[O:6][C:7]([CH3:9])([CH3:8])[CH3:10])[C:13]=2[N:14]=[CH:15][CH:16]=1 |f:1.2|. The yield is 94.9%. The product is N1=CC=NC=2[C@@H](CCCC12)NC(OC(C)(C)C)=O ((R)-tert-Butyl 5,6,7,8-tetrahydroquinoxalin-5-ylcarbamate). Procedure details: A solution of (R)-tert-butyl acetyl(5,6,7,8-tetrahydroquinoxalin-5-yl)carbamate (293 mg) in methanol (10 mL) was treated with hydrazine hydrate (0.5 mL) for 1.5 h. The mixture was diluted with EtOAc and washed twice with saturated aqueous sodium chloride. The organic layer was separated, dried with sodium sulfate, and concentrated in vacuo to provide 238 mg of the title compound.